Dataset: the Open Reaction Database (ORD), a public repository of structured organic reaction records. Task: describe an organic reaction: reactants, conditions, products, and yield Reactants: C(#N)C=1C=C(C(=O)OC)C=CC1OC(C)C (Methyl 3-cyano-4-isopropyloxybenzoate), [OH-].[Na+] (NaOH). The solvent is CCO (EtOH). Run at time 16 hour. The product is C(#N)C=1C=C(C(=O)O)C=CC1OC(C)C (3-Cyano-4-isopropoxybenzoic acid). The yield is 94.0%. Reaction SMILES: [C:1]([C:3]1[CH:4]=[C:5]([CH:10]=[CH:11][C:12]=1[O:13][CH:14]([CH3:16])[CH3:15])[C:6]([O:8]C)=[O:7])#[N:2].[OH-].[Na+]>CCO>[C:1]([C:3]1[CH:4]=[C:5]([CH:10]=[CH:11][C:12]=1[O:13][CH:14]([CH3:16])[CH3:15])[C:6]([OH:8])=[O:7])#[N:2] |f:1.2|. Reported procedure: A solution of 802 mg (3.66 mmol) of methyl 3-cyano-4-isopropyloxybenzoate (from Step C) in 5.0 mL EtOH was treated with 770 μL of 5.0 N NaOH. The mixture was stirred at rt for 16 h and then concentrated. The residue was partitioned between EtOAc and aqueous HCl. The organic layer was separated, dried over Na2SO4, and concentrated to give 706 mg of the title compound: 1H NMR (500 M, CDCl3) δ 1.46 (d, J=6.0, 6H), 4.74-4.81 (m, 1H), 7.02 (d, J=9.0, 1H), 8.24 (dd, J=2.3, 8.9, 1H), 8.32 (d, J=2.0, 1H... Reactants: NC1=CC=C(C(=O)OC)C=C1 (methyl 4-aminobenzoate), C(CCCCC)OC1=CC=C(C(=O)Cl)C=C1 (4-(hexyloxy)benzoyl chloride). The solvent is N1=CC=CC=C1 (pyridine). Reaction conditions: time 5 minute. The product is C(CCCCC)OC1=CC=C(C(=O)NC2=CC=C(C(=O)OC)C=C2)C=C1 (methyl 4-{[4-(hexyloxy)benzoyl]amino}benzoate). Reaction SMILES: [NH2:1][C:2]1[CH:11]=[CH:10][C:5]([C:6]([O:8][CH3:9])=[O:7])=[CH:4][CH:3]=1.[CH2:12]([O:18][C:19]1[CH:27]=[CH:26][C:22]([C:23](Cl)=[O:24])=[CH:21][CH:20]=1)[CH2:13][CH2:14][CH2:15][CH2:16][CH3:17]>N1C=CC=CC=1>[CH2:12]([O:18][C:19]1[CH:27]=[CH:26][C:22]([C:23]([NH:1][C:2]2[CH:3]=[CH:4][C:5]([C:6]([O:8][CH3:9])=[O:7])=[CH:10][CH:11]=2)=[O:24])=[CH:21][CH:20]=1)[CH2:13][CH2:14][CH2:15][CH2:16][CH3:17]. Reported procedure: To a solution of methyl 4-aminobenzoate (500 mg, 3.31 mmol) in anhydrous pyridine (10 mL) was added dropwise 4-(hexyloxy)benzoyl chloride (890 μL) at 0° C. After 5 min the temperature was allowed to warm up to rt. After 90 min aminomethyl resin (Polymers Laboratories PL-AMS, 1.93 mmol/g, 720 mg) was added and the resulting mixture was stirred overnight at rt. After filtration and rinsing the resin, water (125 mL) was added to the filtrate and a white solid precipated out. Filtration and washing ...